Dataset: the Open Reaction Database (ORD), a public repository of structured organic reaction records. Task: describe an organic reaction: reactants, conditions, products, and yield The reactants are Br, Nc1nc(-c2ccc(C3CCCCC3)cc2)cs1, Cl, Cc1ccc(S(=O)(=O)Cl)cc1, c1ccncc1. Product: Cc1ccc(S(=O)(=O)Nc2nc(-c3ccc(C4CCCCC4)cc3)cs2)cc1. As a reaction SMILES: [BrH:1].[CH:2]1([c:8]2[cH:9][cH:10][c:11](-[c:14]3[n:15][c:16]([NH2:19])[s:17][cH:18]3)[cH:12][cH:13]2)[CH2:3][CH2:4][CH2:5][CH2:6][CH2:7]1.[ClH:31].[c:20]1([CH3:30])[cH:21][cH:22][c:23]([S:26](=[O:27])(=[O:28])[Cl:29])[cH:24][cH:25]1.[cH:32]1[cH:33][cH:34][n:35][cH:36][cH:37]1>>[CH:2]1([c:8]2[cH:9][cH:10][c:11](-[c:14]3[n:15][c:16]([NH:19][S:26]([c:23]4[cH:22][cH:21][c:20]([CH3:30])[cH:25][cH:24]4)(=[O:27])=[O:28])[s:17][cH:18]3)[cH:12][cH:13]2)[CH2:3][CH2:4][CH2:5][CH2:6][CH2:7]1. Reactants: ClC1=CC=C(COC2=C(C=NO)C=CC=C2)C=C1 (2-(4-Chlorobenzyloxy)benzaldehyde oxime), ClCl (chlorine). The solvent is CCOCC (ether), C(Cl)Cl (methylene chloride). Yields the product ClC(C1=C(C=CC=C1)OCC1=CC=C(C=C1)Cl)=NO (α-chloro-2-(4-chlorobenzyloxy)benzaldehyde oxime). Reaction SMILES: [Cl:1][C:2]1[CH:18]=[CH:17][C:5]([CH2:6][O:7][C:8]2[CH:16]=[CH:15][CH:14]=[CH:13][C:9]=2[CH:10]=[N:11][OH:12])=[CH:4][CH:3]=1.[Cl:19]Cl>CCOCC.C(Cl)Cl>[Cl:19][C:10](=[N:11][OH:12])[C:9]1[CH:13]=[CH:14][CH:15]=[CH:16][C:8]=1[O:7][CH2:6][C:5]1[CH:17]=[CH:18][C:2]([Cl:1])=[CH:3][CH:4]=1. Procedure: 2-(4-Chlorobenzyloxy)benzaldehyde oxime (26.17 g) was dissolved in ether (200 ml) and methylene chloride (50 ml), and chlorine (6.0 ml) was introduced at -10° C. or below, and then the temperature was raised from -10° C. to room temperature over 2 hours. After completion of the reaction, the mixture was concentrated under reduced pressure to give crude α-chloro-2-(4-chlorobenzyloxy)benzaldehyde oxime. The resulting crude product was dissolved in acetonitrile (150 ml), a mixture of imidazole (17.... Starting materials: CC(=O)OC(C)=O, ClC(Cl)Cl, CC(O)(CCO)c1ccc(-c2ccc(F)cc2F)cc1, O, c1ccncc1. Product: CC(=O)OCCC(C)(O)c1ccc(-c2ccc(F)cc2F)cc1. As a reaction SMILES: [CH3:21][C:22](=[O:23])[O:24][C:25](=[O:26])[CH3:27].[CH:35]([Cl:36])([Cl:37])[Cl:38].[F:1][c:2]1[c:3](-[c:9]2[cH:10][cH:11][c:12]([C:15]([CH2:16][CH2:17][OH:18])([CH3:19])[OH:20])[cH:13][cH:14]2)[cH:4][cH:5][c:6]([F:8])[cH:7]1.[OH2:34].[cH:28]1[cH:29][cH:30][n:31][cH:32][cH:33]1>>[F:1][c:2]1[c:3](-[c:9]2[cH:10][cH:11][c:12]([C:15]([CH2:16][CH2:17][O:18][C:22]([CH3:21])=[O:23])([CH3:19])[OH:20])[cH:13][cH:14]2)[cH:4][cH:5][c:6]([F:8])[cH:7]1. Starting materials: O=C1NC(=O)c2ccccc21, CCCCCc1ccc(CCCOS(C)(=O)=O)cc1, [K], CN(C)C=O, O. Product: CCCCCc1ccc(CCCN2C(=O)c3ccccc3C2=O)cc1. RXN SMILES: [C:20]1(=[O:30])[c:21]2[c:22]([cH:26][cH:27][cH:28][cH:29]2)[C:23](=[O:25])[NH:24]1.[CH3:1][S:2]([O:3][CH2:6][CH2:7][CH2:8][c:9]1[cH:10][cH:11][c:12]([CH2:15][CH2:16][CH2:17][CH2:18][CH3:19])[cH:13][cH:14]1)(=[O:4])=[O:5].[K:31].[O:33]=[CH:34][N:35]([CH3:36])[CH3:37].[OH2:32]>>[CH2:6]([CH2:7][CH2:8][c:9]1[cH:10][cH:11][c:12]([CH2:15][CH2:16][CH2:17][CH2:18][CH3:19])[cH:13][cH:14]1)[N:24]1[C:20](=[O:30])[c:21]2[c:22]([cH:26][cH:27][cH:28][cH:29]2)[C:23]1=[O:25]. Reactants: [H-].[Al+3].[Li+].[H-].[H-].[H-] (lithium aluminium hydride), [H][H] (hydrogen), C(CCCCC)C(C#N)(C#N)CCCCCC (2,2-Dihexylpropanedinitrile), O (Water). The solvent is C(C)OCC (diethyl ether), C(C)OCC (diethyl ether). Conditions: time 24 hour. The product is C(CCCCC)C(CN)(CN)CCCCCC (2,2-dihexylpropane-1,3-diamine). The yield is 49.1%. Reaction SMILES: [CH2:1]([C:7]([CH2:12][CH2:13][CH2:14][CH2:15][CH2:16][CH3:17])([C:10]#[N:11])[C:8]#[N:9])[CH2:2][CH2:3][CH2:4][CH2:5][CH3:6].[H-].[Al+3].[Li+].[H-].[H-].[H-].O.[H][H]>C(OCC)C>[CH2:12]([C:7]([CH2:1][CH2:2][CH2:3][CH2:4][CH2:5][CH3:6])([CH2:8][NH2:9])[CH2:10][NH2:11])[CH2:13][CH2:14][CH2:15][CH2:16][CH3:17] |f:1.2.3.4.5.6|. Reported procedure: 2,2-Dihexylpropanedinitrile (22.0 g, 94 mmol) dissolved in dry diethyl ether (100 ml) was added slowly to a suspension of lithium aluminium hydride (8.7 g, 0.23 mol) in dry diethyl ether (250 ml) under nitrogen. Upon complete addition, the mixture was heated under reflux using a water bath for 1 h and then stirred at room temperature for 24 h. Water was carefully added to the reaction mixture with cooling of the flask in an ice bath, until no more hydrogen was evolved. The reaction mixture separ...